From a dataset of the Open Reaction Database (ORD), a public repository of structured organic reaction records. describe an organic reaction: reactants, conditions, products, and yield Reactants: Cl.CCO (HCl EtOH), C(C)(C)(C)OC(=O)N1CCN(CC1)C1=C2CC(N(C2=CC=C1)CC1=CC(=CC=C1)F)=O (4-[1-(3-Fluoro-benzyl)-2-oxo-2,3-dihydro-1H-indol-4-yl]-piperazine-1-carboxylic acid tert-butyl ester), C(C)OCC (Diethyl ether). Solvent: CCO (EtOH). Product: FC=1C=C(CN2C(CC3=C(C=CC=C23)N2CCNCC2)=O)C=CC1 (1-(3-Fluoro-benzyl)-4-piperazin-1-yl-1,3-dihydro-indol-2-one). Reaction SMILES: C(OC([N:8]1[CH2:13][CH2:12][N:11]([C:14]2[CH:22]=[CH:21][CH:20]=[C:19]3[C:15]=2[CH2:16][C:17](=[O:31])[N:18]3[CH2:23][C:24]2[CH:29]=[CH:28][CH:27]=[C:26]([F:30])[CH:25]=2)[CH2:10][CH2:9]1)=O)(C)(C)C.Cl.CCO.C(OCC)C>CCO>[F:30][C:26]1[CH:25]=[C:24]([CH:29]=[CH:28][CH:27]=1)[CH2:23][N:18]1[C:19]2[C:15](=[C:14]([N:11]3[CH2:10][CH2:9][NH:8][CH2:13][CH2:12]3)[CH:22]=[CH:21][CH:20]=2)[CH2:16][C:17]1=[O:31] |f:1.2|. Reported procedure: 4-[1-(3-Fluoro-benzyl)-2-oxo-2,3-dihydro-1H-indol-4-yl]-piperazine-1-carboxylic acid tert-butyl ester (115 mg) was dissolved in 2 mL of EtOH and 500 uL of 2.0 N HCl/EtOH was added. The solution was heated to reflux on a steam bath for 30 minutes and then cooled to room temperature. Diethyl ether was added slowly to precipitate 1-(3-Fluoro-benzyl)-4-piperazin-1-yl-1,3-dihydro-indol-2-one as a hydrochloride salt. MS: 326 (M+H)+.